This data is from the Open Reaction Database (ORD), a public repository of structured organic reaction records. The task is: describe an organic reaction: reactants, conditions, products, and yield The reactants are FC(C(CC(C)(C1=CC(=CC=2CCOC21)SC)C)=O)(F)F (1,1,1-trifluoro-4-methyl-4-(5-methylsulfanyl-2,3-dihydrobenzofuran-7-yl)pentan-2-one), O (water), [I-].C[S+](=O)(C)C (trimethylsulfoxonium iodide), [H-].[Na+] (sodium hydride). The solvent is CS(=O)C (DMSO), CS(=O)C (DMSO). Reaction conditions: time 30 minute. The product is CC(CC1(OC1)C(F)(F)F)(C)C1=CC(=CC=2CCOC21)SC (7-[1,1-Dimethyl-2-(2-trifluoromethyloxiranyl)ethyl]-5-methylsulfanyl-2,3-dihydrobenzofuran). Isolated yield 95.0%. As a reaction SMILES: [I-].[CH3:2][S+](C)(C)=O.[H-].[Na+].[F:9][C:10]([F:29])([F:28])[C:11](=[O:27])[CH2:12][C:13]([CH3:26])([C:15]1[C:23]2[O:22][CH2:21][CH2:20][C:19]=2[CH:18]=[C:17]([S:24][CH3:25])[CH:16]=1)[CH3:14].O>CS(C)=O>[CH3:26][C:13]([C:15]1[C:23]2[O:22][CH2:21][CH2:20][C:19]=2[CH:18]=[C:17]([S:24][CH3:25])[CH:16]=1)([CH3:14])[CH2:12][C:11]1([C:10]([F:9])([F:28])[F:29])[CH2:2][O:27]1 |f:0.1,2.3|. Procedure: To a suspension of trimethylsulfoxonium iodide (1.36 g, 6.1 mmol) in 7.7 mL of anhydrous DMSO was added sodium hydride (60% dispersion in mineral oil, 246 mg). The resulting solution was stirred at room temperature for 30 minutes and was then added dropwise to a solution of 1,1,1-trifluoro-4-methyl-4-(5-methylsulfanyl-2,3-dihydrobenzofuran-7-yl)pentan-2-one (1.63 g, 6.2 mmol) in 6.5 mL of anhydrous DMSO. After 2 hours, 100 mL of water was added and the resulting mixture was extracted with three ...